The task is: describe an organic reaction: reactants, conditions, products, and yield. This data is from the Open Reaction Database (ORD), a public repository of structured organic reaction records. Reactants: C(CCC)[Li] (butyl lithium), CN(S(=O)(=O)N1C=NC=C1)C (1-(dimethylsulfamoyl)-imidazole), C(CCC)[Li] (butyl lithium), C(C1=CC=CC=C1)=O (benzaldehyde), [Si](C)(C)(C(C)(C)C)Cl (tert-butyldimethylsilyl chloride). Solvent: CCCCCC (hexane), O1CCCC1 (tetrahydrofuran), CCCCCC (hexane). Conditions: time 2 hour. Yields the product CN(S(=O)(=O)N1C(=NC(=C1)C(C1=CC=CC=C1)O)[Si](C)(C)C(C)(C)C)C (2-(tert-Butyl-dimethyl-silanyl)-4-(hydroxy-phenyl-methyl)-imidazole-1-sulfonic acid dimethylamide). The yield is 107.9%. RXN SMILES: [CH3:1][N:2]([CH3:11])[S:3]([N:6]1[CH:10]=[CH:9][N:8]=[CH:7]1)(=[O:5])=[O:4].C([Li])CCC.[Si:17](Cl)([C:20]([CH3:23])([CH3:22])[CH3:21])([CH3:19])[CH3:18].[CH:25](=[O:32])[C:26]1[CH:31]=[CH:30][CH:29]=[CH:28][CH:27]=1>O1CCCC1.CCCCCC>[CH3:1][N:2]([CH3:11])[S:3]([N:6]1[CH:10]=[C:9]([CH:25]([OH:32])[C:26]2[CH:31]=[CH:30][CH:29]=[CH:28][CH:27]=2)[N:8]=[C:7]1[Si:17]([C:20]([CH3:23])([CH3:22])[CH3:21])([CH3:19])[CH3:18])(=[O:4])=[O:5]. Reported procedure: To a solution of 0.30 g (1.71 mmol) 1-(dimethylsulfamoyl)-imidazole in 10 ml tetrahydrofuran were added 1.2 ml (1.88 mmol) of a 1.6M butyl lithium solution in hexane at −75° C. After stirring for 15 min 0.30 g (2 mmol) tert-butyldimethylsilyl chloride was added at −75° C. and the mixture was stirred at ambient temperature for 2 h. The mixture was cooled down again to −75° C. and 1.2 ml (1.88 mmol) of a 1.6M butyl lithium solution in hexane were added. After stirring for 30 min 0.22 ml (2.14 mmol...